From a dataset of the Open Reaction Database (ORD), a public repository of structured organic reaction records. describe an organic reaction: reactants, conditions, products, and yield The reactants are O (water), N[C@H]1CN(CCC1)C(=O)OC(C)(C)C (Tert-Butyl (3R)-3-aminopiperidine-1-carboxylate), [F-].[Cs+] (cesium fluoride), ClC1=CN=CC(=N1)C=1C=NN2C1C=CC=C2 (3-(6-chloropyrazin-2-yl)pyrazolo[1,5-a]pyridine). Solvent: CS(=O)C (dimethylsulfoxide). Run at temperature 100 celsius, time 22 hour. Product: N1=CC(=C2N1C=CC=C2)C2=CN=CC(=N2)N[C@H]2CN(CCC2)C(=O)OC(C)(C)C ((R)-tert-Butyl 3-(6-(pyrazolo[1,5-a]pyridin-3-yl)pyrazin-2-ylamino)piperidine-1-carboxylate). The yield is 34.0%. RXN SMILES: [NH2:1][C@@H:2]1[CH2:7][CH2:6][CH2:5][N:4]([C:8]([O:10][C:11]([CH3:14])([CH3:13])[CH3:12])=[O:9])[CH2:3]1.[F-].[Cs+].Cl[C:18]1[N:23]=[C:22]([C:24]2[CH:25]=[N:26][N:27]3[CH:32]=[CH:31][CH:30]=[CH:29][C:28]=23)[CH:21]=[N:20][CH:19]=1.O>CS(C)=O>[N:26]1[N:27]2[CH:32]=[CH:31][CH:30]=[CH:29][C:28]2=[C:24]([C:22]2[N:23]=[C:18]([NH:1][C@@H:2]3[CH2:7][CH2:6][CH2:5][N:4]([C:8]([O:10][C:11]([CH3:14])([CH3:13])[CH3:12])=[O:9])[CH2:3]3)[CH:19]=[N:20][CH:21]=2)[CH:25]=1 |f:1.2|. Procedure: Tert-Butyl (3R)-3-aminopiperidine-1-carboxylate (0.51 g, 2.54 mmol) and cesium fluoride (0.83 g, 5.46 mmol) were added to a stirred solution of 3-(6-chloropyrazin-2-yl)pyrazolo[1,5-a]pyridine (Preparation 27b, 0.42 g, 1.82 mmol) in dimethylsulfoxide (20 mL). The resulting mixture was stirred at 100° C. for 22 h before being poured onto 50 mL of water. The resultant suspension was extracted with ethyl acetate (×2) and the combined organic layers were dried over magnesium sulphate, filtered and ev...